Dataset: the Open Reaction Database (ORD), a public repository of structured organic reaction records. Task: describe an organic reaction: reactants, conditions, products, and yield Reactants: C(C)OC(C)=O.Cl (hydrogen chloride ethyl acetate), Cl.CN(CCCN=C=NCC)C (1-(3-Dimethylaminopropyl)-3-ethylcarbodiimide hydrochloride), 1-hydroxy benzotriazole(HOBt), N1=CC(=CC=C1)CCN(CCCOC1=CC=C(C(=O)O)C=C1)CC1=CC=NC=C1 (4-{3-[(2-pyridin-3-ylethyl)pyridin-4-ylmethylamino]propoxy}benzoic acid), Cl.C(C)N (ethyl amine hydrochloride), ice water, [OH-].[Na+] (sodium hydroxide). Run in C(C)(=O)OCC (ethyl acetate), C(C)N(CC)CC (triethylamine), CN(C)C=O (DMF). Conditions: time 8 hour. The product is Cl.Cl.Cl.C(C)NC(C1=CC=C(C=C1)OCCCN(CC1=CC=NC=C1)CCC=1C=NC=CC1)=O (N-ethyl-4-{3-[(2-pyridin-3-ylethyl)pyridin-4-ylmethylamino]propoxy}benzamide trihydrochloride). Isolated yield 91.7%. RXN SMILES: [ClH:1].CN(C)CCCN=C=NCC.[N:13]1[CH:18]=[CH:17][CH:16]=[C:15]([CH2:19][CH2:20][N:21]([CH2:35][C:36]2[CH:41]=[CH:40][N:39]=[CH:38][CH:37]=2)[CH2:22][CH2:23][CH2:24][O:25][C:26]2[CH:34]=[CH:33][C:29]([C:30](O)=[O:31])=[CH:28][CH:27]=2)[CH:14]=1.Cl.[CH2:43]([NH2:45])[CH3:44].[OH-].[Na+].C(OC(=O)C)C.Cl>C(OCC)(=O)C.C(N(CC)CC)C.CN(C=O)C>[ClH:1].[ClH:1].[ClH:1].[CH2:43]([NH:45][C:30](=[O:31])[C:29]1[CH:28]=[CH:27][C:26]([O:25][CH2:24][CH2:23][CH2:22][N:21]([CH2:20][CH2:19][C:15]2[CH:14]=[N:13][CH:18]=[CH:17][CH:16]=2)[CH2:35][C:36]2[CH:37]=[CH:38][N:39]=[CH:40][CH:41]=2)=[CH:34][CH:33]=1)[CH3:44] |f:0.1,3.4,5.6,7.8,12.13.14.15|. Procedure details: 1-(3-Dimethylaminopropyl)-3-ethylcarbodiimide hydrochloride (WSC) (95 mg), and 1-hydroxy benzotriazole(HOBt) (66 mg) were added to a DMF solution(4 ml) of 4-{3-[(2-pyridin-3-ylethyl)pyridin-4-ylmethylamino]propoxy}benzoic acid(149 mg), ethyl amine hydrochloride(38 mg), and triethylamine (0.08 ml). The mixture was stirred at room temperature overnight. The reaction mixture was added to ice water. A 1N-sodium hydroxide aqueous solution was added thereto, followed by extraction using ethyl acetate.... Starting materials: COC=1C(=C(C(=O)OC)C=CC1[N+](=O)[O-])C (methyl 3-methoxy-2-methyl-4-nitrobenzoate), C1CC(=O)N(C1=O)Br (NBS), N#N (N2). The reagents and catalysts are CC(C)(C#N)N=NC(C)(C)C#N (AIBN). The solvent is CC#N (CH3CN). Run at temperature 80 celsius. Yields the product BrCC1=C(C(=O)OC)C=CC(=C1OC)[N+](=O)[O-] (methyl 2-(bromomethyl)-3-methoxy-4-nitrobenzoate). Yield: 83.1%. As a reaction SMILES: [CH3:1][O:2][C:3]1[C:4]([CH3:16])=[C:5]([CH:10]=[CH:11][C:12]=1[N+:13]([O-:15])=[O:14])[C:6]([O:8][CH3:9])=[O:7].C1C(=O)N([Br:24])C(=O)C1.N#N>CC#N.CC(N=NC(C#N)(C)C)(C#N)C>[Br:24][CH2:16][C:4]1[C:3]([O:2][CH3:1])=[C:12]([N+:13]([O-:15])=[O:14])[CH:11]=[CH:10][C:5]=1[C:6]([O:8][CH3:9])=[O:7]. Reported procedure: To a solution of methyl 3-methoxy-2-methyl-4-nitrobenzoate (800 mg, 3.6 mmol) in CH3CN (10 mL) was added NBS (770 mg, 4.3 mmol) and AIBN (12 mg, 0.072 mmol) under the protection of N2. The mixture was refluxed at 80° C. for overnight. After the solvent was evaporated in vacuo, the resulting residue was purified by silica gel-column (eluting with PE/EA=15:1) to afford methyl 2-(bromomethyl)-3-methoxy-4-nitrobenzoate as yellow oil (910 mg, yield 84%). m/z (ES+APCI)+: [M−Br]+224.1.